From a dataset of the Open Reaction Database (ORD), a public repository of structured organic reaction records. describe an organic reaction: reactants, conditions, products, and yield Starting materials: [Si](C1=CC=CC=C1)(C1=CC=CC=C1)(C(C)(C)C)O[C@H]1C(N(CC1)C1=CC=CC=C1)=O ((3R)-3-(tert-butyldiphenylsilyloxy)-1-phenylpyrrolidin-2-one), CCCC[N+](CCCC)(CCCC)CCCC.[F-] (TBAF), O (water). Solvent: C1CCOC1 (THF). Run at time 3 hour. The product is O[C@H]1C(N(CC1)C1=CC=CC=C1)=O ((R)-3-hydroxy-1-phenylpyrrolidin-2-one). RXN SMILES: [Si]([O:18][C@@H:19]1[CH2:23][CH2:22][N:21]([C:24]2[CH:29]=[CH:28][CH:27]=[CH:26][CH:25]=2)[C:20]1=[O:30])(C(C)(C)C)(C1C=CC=CC=1)C1C=CC=CC=1.CCCC[N+](CCCC)(CCCC)CCCC.[F-].O>C1COCC1>[OH:18][C@@H:19]1[CH2:23][CH2:22][N:21]([C:24]2[CH:29]=[CH:28][CH:27]=[CH:26][CH:25]=2)[C:20]1=[O:30] |f:1.2|. Reported procedure: To a solution of (3R)-3-(tert-butyldiphenylsilyloxy)-1-phenylpyrrolidin-2-one (2.88 g, 6.93 mmol) in THF (8.6 mL) at 0° C. was added TBAF (13.9 mL of 1 M in THF, 13.86 mmol) slowly and the reaction mixture was stirred at RT for 3 h. The reaction mixture was poured into water and extracted with EtOAc (3×). The combined organics were dried over Na2SO4 and evaporated to dryness. Purification by silica gel chromatography (0-10% MeOH in DCM) gave (R)-3-hydroxy-1-phenylpyrrolidin-2-one as a white soli... The reactants are C=C(c1cc(C(=O)OC)ccc1-c1cc(OC)ccc1F)C(C)(C)C, ClCCl, CN(C)C=O, O=S(Cl)Cl. Product: C=C(c1cc(CCl)ccc1-c1cc(OC)ccc1F)C(C)(C)C. As a reaction SMILES: [CH3:1][C:2]([CH3:3])([CH3:4])[C:5](=[CH2:6])[c:7]1[c:8](-[c:17]2[c:18]([F:25])[cH:19][cH:20][c:21]([O:23][CH3:24])[cH:22]2)[cH:9][cH:10][c:11]([C:13]([O:14][CH3:15])=[O:16])[cH:12]1.[Cl:35][CH2:36][Cl:37].[O:26]=[CH:27][N:28]([CH3:29])[CH3:30].[S:31]([Cl:32])([Cl:33])=[O:34]>>[CH3:1][C:2]([CH3:3])([CH3:4])[C:5](=[CH2:6])[c:7]1[c:8](-[c:17]2[c:18]([F:25])[cH:19][cH:20][c:21]([O:23][CH3:24])[cH:22]2)[cH:9][cH:10][c:11]([CH2:13][Cl:33])[cH:12]1. Reactants: ClC1=CC=C(C=C1)CCC1(OC1)CCCCC (2-(4-chlorophenylethyl)-2-pentyl-oxirane), N1N=CN=C1 (1,2,4-triazole), [OH-].[Na+] (sodium hydroxide), O (water), α,α'-azoisobutyronitrile. Run in CN1C(CCC1)=O (N-methylpyrrolidone). Yields the product ClC1=CC=C(C=C1)CCC(CCCCC)(O)CN1N=CN=C1 (1-(4-chlorophenyl)-3-(1,2,4-triazol-1-yl-methyl)-3-octanol). The yield is 47.0%. As a reaction SMILES: [Cl:1][C:2]1[CH:7]=[CH:6][C:5]([CH2:8][CH2:9][C:10]2([CH2:13][CH2:14][CH2:15][CH2:16][CH3:17])[CH2:12][O:11]2)=[CH:4][CH:3]=1.[NH:18]1[CH:22]=[N:21][CH:20]=[N:19]1.[OH-].[Na+].O>CN1CCCC1=O>[Cl:1][C:2]1[CH:7]=[CH:6][C:5]([CH2:8][CH2:9][C:10]([CH2:12][N:18]2[CH:22]=[N:21][CH:20]=[N:19]2)([OH:11])[CH2:13][CH2:14][CH2:15][CH2:16][CH3:17])=[CH:4][CH:3]=1 |f:2.3|. Procedure: A solution of 89 g (0.352 mol) of 2-(4-chlorophenylethyl)-2-pentyl-oxirane, 26.5 g (0.384 mol) of 1,2,4-triazole, 3.5 g (0.0875 mol) of sodium hydroxide, 1.2 ml of water and a spatula tipful of α,α'-azoisobutyronitrile in 175 ml of N-methylpyrrolidone is heated at 120° C. for 4 hours. After this the mixture is cooled to room temperature and concentrated by stripping off the solvent under reduced pressure, the remaining residue is dissolved in ethyl acetate and washed three times with water, the ...